The task is: describe an organic reaction: reactants, conditions, products, and yield. This data is from the Open Reaction Database (ORD), a public repository of structured organic reaction records. The reactants are FC(S(=O)(=O)OC1=CCCCC1)(F)F (Cyclohexen-1-yl trifluoromethanesulfonate), C(C)OC(C1=CC=C(C=C1)[Sn](CCCC)(CCCC)CCCC)=O (4-(Tri-n-butyl-stannyl)-benzoic acid ethyl ester), [F-].[K+] (potassium fluoride), [Cl-].[Li+] (lithium chloride), tris-dibenzylideneacetone di-palladium (0). Run in C(C)(=O)OCC (ethyl acetate), CN1C(CCC1)=O (N-methylpyrrolidinone), CN1C(CCC1)=O (N-methylpyrrolidinone). Run at time 38 hour. The product is C(C)OC(C1=CC=C(C=C1)C1=CCCCC1)=O (4-Cyclohex-1-en-1-yl-benzoic acid ethyl ester). Yield: 60.8%. RXN SMILES: FC(F)(F)S(O[C:7]1[CH2:12][CH2:11][CH2:10][CH2:9][CH:8]=1)(=O)=O.[Cl-].[Li+].[CH2:17]([O:19][C:20](=[O:40])[C:21]1[CH:26]=[CH:25][C:24]([Sn](CCCC)(CCCC)CCCC)=[CH:23][CH:22]=1)[CH3:18].[F-].[K+]>CN1CCCC1=O.C(OCC)(=O)C>[CH2:17]([O:19][C:20](=[O:40])[C:21]1[CH:22]=[CH:23][C:24]([C:7]2[CH2:12][CH2:11][CH2:10][CH2:9][CH:8]=2)=[CH:25][CH:26]=1)[CH3:18] |f:1.2,4.5|. Reported procedure: Cyclohexen-1-yl trifluoromethanesulfonate (1.00 g, 4.34 mmol), lithium chloride (0.551 g, 13.0 mmol) and tris-dibenzylideneacetone di-palladium (0) (79.5 mg, 0.0868 mmol) were combined in anhydrous N-methylpyrrolidinone (20 mL) and the resulting solution deoxygenated by sparging with nitrogen for 30 minutes. To the catalyst solution was added a solution of 4-(tri-n-butyl-stannyl)-benzoic acid ethyl ester of Step A (2.10 g, 4.77 mmol) in anhydrous N-methylpyrrolidinone (9 mL). The reaction was st... Product: ON=Cc1ccc(Br)c2cnccc12. The reactants are O=Cc1ccc(Br)c2cnccc12, CCO, NO. Reaction SMILES: [Br:1][c:2]1[cH:3][cH:4][c:5]([CH:12]=[O:13])[c:6]2[cH:7][cH:8][n:9][cH:10][c:11]12.[CH3:16][CH2:17][OH:18].[NH2:14][OH:15]>>[Br:1][c:2]1[cH:3][cH:4][c:5]([CH:12]=[N:14][OH:15])[c:6]2[cH:7][cH:8][n:9][cH:10][c:11]12. Reactants: NC(CC(=O)O)C=1SC=CC1 (3-amino-3-(2-thienyl)propanoic acid), S1C(=CC=C1)C=O (2-thiophene-carboxaldehyde), Cl.O1CCOCC1 (HCl dioxane), CCOCC.CC#N (Et2O CH3CN). Run in CO (methanol). Product: NC(CC(=O)OC)C=1SC=CC1 (methyl β-aminothiophene-2-propanoate). Reaction SMILES: [NH2:1][CH:2]([C:7]1[S:8][CH:9]=[CH:10][CH:11]=1)[CH2:3][C:4]([OH:6])=[O:5].S1C=CC=[C:13]1C=O.Cl.O1CCOCC1.CCOCC.CC#N>CO>[NH2:1][CH:2]([C:7]1[S:8][CH:9]=[CH:10][CH:11]=1)[CH2:3][C:4]([O:6][CH3:13])=[O:5] |f:2.3,4.5|. Procedure: A solution of 3-amino-3-(2-thienyl)propanoic acid (0.5 g) [prepared substituting a molar equivalent amount of 2-thiophene-carboxaldehyde in Example 57, Step A] in methanol (50 ml) was treated with 4N HCl/dioxane (10 ml). After 6 hours the excess solvent was removed under reduced pressure to give a waxy solid. Treatment with Et2O/CH3CN produced methyl β-aminothiophene-2-propanoate (370 mg) as a white powder. MS and 1H-NMR were consistent with the desired product. The product is ClC1=CC=C(C=C1)C1=CC(=CC=C1)C1=C(C(=NN1C)C(=O)N1CC(CC1)N(CC)CC)C ([5-(4′-chloro-biphenyl-3-yl)-1,4-dimethyl-1H-pyrazol-3-yl]-(3-diethylamino-pyrrolidin-1-yl)-methanone). The reactants are [O-]P(=O)([O-])[O-].[K+].[K+].[K+] (K3PO4), BrC=1C=C(C=CC1)C1=C(C(=NN1C)C(=O)N1CC(CC1)N(CC)CC)C ([5-(3-bromo-phenyl)-1,4-dimethyl-1H-pyrazol-3-yl]-(3-diethylamino-pyrrolidin-1-yl)-methanone), ClC1=CC=C(C=C1)B(O)O (4-chlorophenylboronic acid). Reaction SMILES: [O-]P([O-])([O-])=O.[K+].[K+].[K+].Br[C:10]1[CH:11]=[C:12]([C:16]2[N:20]([CH3:21])[N:19]=[C:18]([C:22]([N:24]3[CH2:28][CH2:27][CH:26]([N:29]([CH2:32][CH3:33])[CH2:30][CH3:31])[CH2:25]3)=[O:23])[C:17]=2[CH3:34])[CH:13]=[CH:14][CH:15]=1.[Cl:35][C:36]1[CH:41]=[CH:40][C:39](B(O)O)=[CH:38][CH:37]=1>>[Cl:35][C:36]1[CH:41]=[CH:40][C:39]([C:10]2[CH:15]=[CH:14][CH:13]=[C:12]([C:16]3[N:20]([CH3:21])[N:19]=[C:18]([C:22]([N:24]4[CH2:28][CH2:27][CH:26]([N:29]([CH2:30][CH3:31])[CH2:32][CH3:33])[CH2:25]4)=[O:23])[C:17]=3[CH3:34])[CH:11]=2)=[CH:38][CH:37]=1 |f:0.1.2.3|. Procedure details: In analogy to the procedure described in example 14C] but with 2.8 eq of K3PO4, [5-(3-bromo-phenyl)-1,4-dimethyl-1H-pyrazol-3-yl]-(3-diethylamino-pyrrolidin-1-yl)-methanone and 4-chlorophenylboronic acid gave [5-(4′-chloro-biphenyl-3-yl)-1,4-dimethyl-1H-pyrazol-3-yl]-(3-diethylamino-pyrrolidin-1-yl)-methanone in 39% yield as light brown foam. MS: 451.3 (MH+, 1 Cl). The yield is 39.0%. Starting materials: CNC, COc1ccc2oc(Cl)nc2c1, O. Product: COc1ccc2oc(N(C)C)nc2c1. Reaction SMILES: [CH3:13][NH:14][CH3:15].[Cl:1][c:2]1[o:3][c:4]2[c:5]([n:6]1)[cH:7][c:8]([O:11][CH3:12])[cH:9][cH:10]2.[OH2:16]>>[c:2]1([N:14]([CH3:13])[CH3:15])[o:3][c:4]2[c:5]([n:6]1)[cH:7][c:8]([O:11][CH3:12])[cH:9][cH:10]2.